This data is from the Open Reaction Database (ORD), a public repository of structured organic reaction records. The task is: describe an organic reaction: reactants, conditions, products, and yield Reactants: NNc1ccc(Br)cn1, CCN=C=NCCCN(C)C, CC(C(=O)[O-])c1ccc(Cl)nn1, Cl, [Li+], CN(C)C=O, O, On1nnc2ccccc21. Yields the product CC(C(=O)NNc1ccc(Br)cn1)c1ccc(Cl)nn1. RXN SMILES: [Br:14][c:15]1[cH:16][cH:17][c:18]([NH:21][NH2:22])[n:19][cH:20]1.[CH2:34]([N:35]=[C:36]=[N:37][CH2:38][CH2:39][CH2:40][N:41]([CH3:42])[CH3:43])[CH3:44].[Cl:1][c:2]1[cH:3][cH:4][c:5]([CH:8]([C:9](=[O:10])[O-:11])[CH3:12])[n:6][n:7]1.[ClH:33].[Li+:13].[O:45]=[CH:46][N:47]([CH3:48])[CH3:49].[OH2:50].[n:23]1([OH:24])[c:25]2[cH:26][cH:27][cH:28][cH:29][c:30]2[n:31][n:32]1>>[Cl:1][c:2]1[cH:3][cH:4][c:5]([CH:8]([C:9](=[O:11])[NH:22][NH:21][c:18]2[cH:17][cH:16][c:15]([Br:14])[cH:20][n:19]2)[CH3:12])[n:6][n:7]1. Starting materials: CCOC(=O)CCCBr, O=C([O-])[O-], O=Cc1ccccc1O, Cl, [K+], [K+]. Product: CCOC(=O)CCCOc1ccccc1C=O. As a reaction SMILES: [Br:1][CH2:2][CH2:3][CH2:4][C:5](=[O:6])[O:7][CH2:8][CH3:9].[C:19](=[O:20])([O-:21])[O-:22].[CH:10]([c:11]1[c:12]([OH:13])[cH:14][cH:15][cH:16][cH:17]1)=[O:18].[ClH:25].[K+:23].[K+:24]>>[CH2:2]([CH2:3][CH2:4][C:5](=[O:6])[O:7][CH2:8][CH3:9])[O:13][c:12]1[c:11]([CH:10]=[O:18])[cH:17][cH:16][cH:15][cH:14]1. The reactants are O=C([O-])[O-], COc1ccc(C(F)(F)F)c(-c2ccc3c(Cl)ccnc3n2)n1, [Cs+], [Cs+], Nc1ncc(C(F)(F)F)cn1, C1COCCO1, O. Product: COc1ccc(C(F)(F)F)c(-c2ccc3c(Nc4ncc(C(F)(F)F)cn4)ccnc3n2)n1. As a reaction SMILES: [C:24](=[O:25])([O-:26])[O-:27].[Cl:1][c:2]1[c:3]2[cH:4][cH:5][c:6](-[c:12]3[n:13][c:14]([O:22][CH3:23])[cH:15][cH:16][c:17]3[C:18]([F:19])([F:20])[F:21])[n:7][c:8]2[n:9][cH:10][cH:11]1.[Cs+:28].[Cs+:29].[NH2:30][c:31]1[n:32][cH:33][c:34]([C:37]([F:38])([F:39])[F:40])[cH:35][n:36]1.[O:42]1[CH2:43][CH2:44][O:45][CH2:46][CH2:47]1.[OH2:41]>>[c:2]1([NH:30][c:31]2[n:32][cH:33][c:34]([C:37]([F:38])([F:39])[F:40])[cH:35][n:36]2)[c:3]2[cH:4][cH:5][c:6](-[c:12]3[n:13][c:14]([O:22][CH3:23])[cH:15][cH:16][c:17]3[C:18]([F:19])([F:20])[F:21])[n:7][c:8]2[n:9][cH:10][cH:11]1. Starting materials: CO (methanol), O.[C@@H]1([C@H](O)[C@H](O)[C@@H](CO)O1)N1C=NC2=C(N)[N+](=CN=C12)[O-] (adenosine 1-oxide monohydrate), [OH-].[Na+] (sodium hydroxide), C(=S)=S (carbon disulfide), aqueous solution. Yields the product C1=NC2=C(NC(=S)N=C2N1[C@H]3[C@@H]([C@@H]([C@H](O3)CO)O)O)N (2-thioadenosine). Isolated yield 97.0%. RXN SMILES: O.[C@@H:2]1([N:11]2[C:20]3[C:14](=[C:15]([N+:17]([O-])=[CH:18][N:19]=3)[NH2:16])[N:13]=[CH:12]2)[O:10][C@H:7]([CH2:8][OH:9])[C@@H:5]([OH:6])[C@H:3]1[OH:4].[OH-].[Na+].CO.C(=S)=[S:27]>>[CH:12]1[N:11]([C@@H:2]2[O:10][C@H:7]([CH2:8][OH:9])[C@@H:5]([OH:6])[C@H:3]2[OH:4])[C:20]2[C:14](=[C:15]([NH2:16])[NH:17][C:18]([N:19]=2)=[S:27])[N:13]=1 |f:0.1,2.3|. Reported procedure: 8.0 g of adenosine 1-oxide monohydrate (26.67 mmol) was refluxed in 5 ml of a 5N sodium hydroxide aqueous solution for 15 minutes. The resulting liquid was neutralized to a pH of 9.0 using Amberlite IRC-50 (H+-type) and then concentrated to a small volume to prepare 5-amino-1-β-D-ribofuranosylimidazole-4-carboxamide oxime. To this was added 200 ml of an aqueous solution containing 175 ml of methanol. The pH of the resulting solution was 9. 50 ml of carbon disulfide was further added to the solut... Starting materials: ClC=1C=C(C=CC1)C1=CC(=NN1C1=CC=C(C=C1)F)C(=O)O (5-(3-Chlorophenyl)-1-(4-fluorophenyl)-1H-pyrazole-3-carboxylic acid), ClC=1C=C(C=CC1F)N1N=C(C=C1C1=CC(=CC(=C1)F)Cl)C(=O)N1CNC(C1)=O (1-{[1-(3-Chloro-4-fluorophenyl)-5-(3-chloro-5-fluorophenyl)-1H-pyrazol-3-yl]carbonyl}imidazolidin-4-one). Product: ClC=1C=C(C=CC1)C1=CC(=NN1C1=CC=C(C=C1)F)C(=O)N1CNC(C1)=O (1-{[5-(3-Chlorophenyl)-1-(4-fluorophenyl)-1H-pyrazol-3-yl]carbonyl}imidazolidin-4-one). As a reaction SMILES: ClC1C=C(C2N(C3C=CC(F)=CC=3)N=C(C(O)=O)C=2)C=CC=1.Cl[C:24]1[CH:25]=[C:26]([N:31]2[C:35]([C:36]3[CH:41]=[C:40](F)[CH:39]=[C:38]([Cl:43])[CH:37]=3)=[CH:34][C:33]([C:44]([N:46]3[CH2:50][C:49](=[O:51])[NH:48][CH2:47]3)=[O:45])=[N:32]2)[CH:27]=[CH:28][C:29]=1[F:30]>>[Cl:43][C:38]1[CH:37]=[C:36]([C:35]2[N:31]([C:26]3[CH:25]=[CH:24][C:29]([F:30])=[CH:28][CH:27]=3)[N:32]=[C:33]([C:44]([N:46]3[CH2:50][C:49](=[O:51])[NH:48][CH2:47]3)=[O:45])[CH:34]=2)[CH:41]=[CH:40][CH:39]=1. Procedure details: The preparation of the title compound takes place starting from the compound of Example 85A in analogy to the synthesis of the compound of Example 1. 53 mg (42% of theory) of the title compound are obtained. Reactants: C(C=C)OC=1C=C2C(C=C(SC2=CC1)C(=O)OCC)=O (ethyl 6-allyloxy-1-thiachromone-2-carboxylate), C([O-])(O)=O.[Na+] (sodium bicarbonate), CO (methanol). Solvent: O (water). The product is C(C=C)OC=1C=C2C(C=C(SC2=CC1)C(=O)O)=O (6-allyloxy-1-thiachromone-2-carboxylic acid). Reaction SMILES: [CH2:1]([O:4][C:5]1[CH:6]=[C:7]2[C:12](=[CH:13][CH:14]=1)[S:11][C:10]([C:15]([O:17]CC)=[O:16])=[CH:9][C:8]2=[O:20])[CH:2]=[CH2:3].C(=O)(O)[O-].[Na+].CO>O>[CH2:1]([O:4][C:5]1[CH:6]=[C:7]2[C:12](=[CH:13][CH:14]=1)[S:11][C:10]([C:15]([OH:17])=[O:16])=[CH:9][C:8]2=[O:20])[CH:2]=[CH2:3] |f:1.2|. Reported procedure: A mixture of 3 parts of ethyl 6-allyloxy-1-thiachromone-2-carboxylate, 0.87 parts of sodium bicarbonate and 4 parts of methanol in 25 parts of water was heated under reflux for several minutes then the methanol was distilled. The aqueous solution was diluted with 25 parts of water, filtered and acidified with concentrated hydrochloric acid to give a precipitate which was filtered off, washed with water and dried to give 2.6 parts of 6-allyloxy-1-thiachromone-2-carboxylic acid, melting point, 200... Starting materials: [Li+].C[Si](C)(C)[N-][Si](C)(C)C (LiHMDS), N1(CCOCC1)CCOC1=CC2=C(N=C(N2)CC(=O)OCC)C=C1 (ethyl 2-[5-(2-morpholin-4-ylethoxy)benzimidazol-2-yl]acetate), C1CCOC1 (THF), NC1=C(C=C(C=C1)Cl)C#N (2-amino-5-chlorobenzenecarbonitrile), C1CCOC1 (THF). Run at temperature 23 celsius, time 1 hour. The product is ClC1=CC(=C(C=C1)NC(CC=1NC2=C(N1)C=CC(=C2)N2CCOCC2)=O)C#N (N-(4-Chloro-2-cyanophenyl)-2-(5-morpholin-4ylbenzimidazol-2-yl)acetamide). As a reaction SMILES: [Li+].C[Si]([N-:6][Si](C)(C)C)(C)C.N1(CCO[C:20]2[CH:34]=[CH:33][C:23]3[N:24]=[C:25]([CH2:27][C:28]([O:30]CC)=O)[NH:26][C:22]=3[CH:21]=2)CCOCC1.[NH2:35][C:36]1[CH:41]=[CH:40][C:39]([Cl:42])=[CH:38][C:37]=1[C:43]#[N:44].[CH2:45]1[CH2:49][O:48][CH2:47][CH2:46]1>>[Cl:42][C:39]1[CH:40]=[CH:41][C:36]([NH:35][C:28](=[O:30])[CH2:27][C:25]2[NH:26][C:22]3[CH:21]=[C:20]([N:6]4[CH2:45][CH2:49][O:48][CH2:47][CH2:46]4)[CH:34]=[CH:33][C:23]=3[N:24]=2)=[C:37]([C:43]#[N:44])[CH:38]=1 |f:0.1|. Reported procedure: LiHMDS (2.5 eq) was added to ethyl 2-[5-(2-morpholin-4-ylethoxy)benzimidazol-2-yl]acetate (1.0 eq) in THF at −78° C. After 1 hour, 2-amino-5-chlorobenzenecarbonitrile (0.82 eq) in THF was added. The reaction was allowed to warm to 23° C. and stirred overnight. The resulting mixture was quenched with NH4Cl (aqueous saturated solution) and extracted with EtOAc. The combined organic layers were washed with H2O and brine, dried over Na2SO4, filtered and concentrated in vacuo to yield a brown solid. ... Yield: 30.0%. Reactants: C(C1=CC=CC=C1)N(C(=O)C1=CC=C2C(=C(N(C2=C1)CC(=O)N(CCN(C(OC(C)(C)C)=O)C)C)C1=CC=CC=C1)C1CCCCC1)S(=O)(=O)CCCCl (tert-butyl {2-[{[6-({benzyl[(3-chloropropyl)sulfonyl]amino}carbonyl)-3-cyclohexyl-2-phenyl-1H-indol-1-yl]acetyl}(methyl)amino]ethyl}methylcarbamate), C(=O)(C(F)(F)F)O (TFA). Reaction SMILES: [CH2:1]([N:8]([S:48]([CH2:51][CH2:52][CH2:53][Cl:54])(=[O:50])=[O:49])[C:9]([C:11]1[CH:19]=[C:18]2[C:14]([C:15]([CH:42]3[CH2:47][CH2:46][CH2:45][CH2:44][CH2:43]3)=[C:16]([C:36]3[CH:41]=[CH:40][CH:39]=[CH:38][CH:37]=3)[N:17]2[CH2:20][C:21]([N:23]([CH3:35])[CH2:24][CH2:25][N:26](C)[C:27](=O)OC(C)(C)C)=[O:22])=[CH:13][CH:12]=1)=[O:10])[C:2]1[CH:7]=[CH:6][CH:5]=[CH:4][CH:3]=1.C(O)(C(F)(F)F)=O>C(Cl)Cl>[ClH:54].[CH2:1]([N:8]([S:48]([CH2:51][CH2:52][CH2:53][Cl:54])(=[O:49])=[O:50])[C:9]([C:11]1[CH:19]=[C:18]2[C:14]([C:15]([CH:42]3[CH2:43][CH2:44][CH2:45][CH2:46][CH2:47]3)=[C:16]([C:36]3[CH:41]=[CH:40][CH:39]=[CH:38][CH:37]=3)[N:17]2[CH2:20][C:21]([N:23]([CH3:35])[CH2:24][CH2:25][NH:26][CH3:27])=[O:22])=[CH:13][CH:12]=1)=[O:10])[C:2]1[CH:7]=[CH:6][CH:5]=[CH:4][CH:3]=1 |f:3.4|. The product is Cl.C(C1=CC=CC=C1)N(C(=O)C1=CC=C2C(=C(N(C2=C1)CC(=O)N(CCNC)C)C1=CC=CC=C1)C1CCCCC1)S(=O)(=O)CCCCl (N-benzyl-N-[(3-chloropropyl)sulfonyl]-3-cyclohexyl-1-(2-{methyl[2-(methylamino)ethyl]amino}-2-oxoethyl)-2-phenyl-1H-indole-6-carboxamide hydrochloride). Reaction conditions: time 1 hour. Procedure: A solution of the crude tert-butyl {2-[{[6-({benzyl[(3-chloropropyl)sulfonyl]amino}carbonyl)-3-cyclohexyl-2-phenyl-1H-indol-1-yl]acetyl}(methyl)amino]ethyl}methylcarbamate in DCM) (0.09 M) was treated with TFA (140 eq) at 0° C. The reaction was allowed to reach RT in about 1 h. The solvent was then removed in vacuo, a 2 M solution HCl in Et2O was added and the volatiles removed in vacuo. MeCN was added and the precipitate was collected by filtration to afford clean compound (30%). (ES+) m/z 677 ... Run in C(Cl)Cl (DCM). Reactants: ClC1=CC=C(NC)C=C1 (4-chloro-N-methylaniline), BrC1=C(C=CC=C1)S(=O)(=O)Cl (2-bromo-benzenesulfonyl chloride), [OH-].[Na+] (sodium hydroxide). Yields the product BrC1=C(C=CC=C1)S(=O)(=O)N(C1=CC=C(C=C1)Cl)C (2-bromo-4′-chloro-N-methylbenzene-sulfonanilide). The yield is 69.0%. RXN SMILES: [Cl:1][C:2]1[CH:9]=[CH:8][C:5]([NH:6][CH3:7])=[CH:4][CH:3]=1.[Br:10][C:11]1[CH:16]=[CH:15][CH:14]=[CH:13][C:12]=1[S:17](Cl)(=[O:19])=[O:18].[OH-].[Na+]>>[Br:10][C:11]1[CH:16]=[CH:15][CH:14]=[CH:13][C:12]=1[S:17]([N:6]([CH3:7])[C:5]1[CH:8]=[CH:9][C:2]([Cl:1])=[CH:3][CH:4]=1)(=[O:19])=[O:18] |f:2.3|. Reported procedure: To 2.51 g (˜0.017 mole) of freshly distilled 4-chloro-N-methylaniline (b.p. 102-103° C.) is added 4.26 g (˜0.017 mole) of 2-bromo-benzenesulfonyl chloride (98 w/w %). The mixture is stirred until hot. Ten percent sodium hydroxide is added dropwise with stirring until the solution is slightly alkaline. The 2-bromo-4′-chloro-N-methylbenzene-sulfonanilide is formed as viscous liquid. It is washed with water several times until the wash water is neutral. The compound is dried overnight at room tempe... The product is N[C@@H](CCSC)C(=O)N (L-methioninamide). The solvent is C(C)O (ethanol), N1=CC=CC=C1 (pyridine). Reaction SMILES: C(S(N[C@@H](C([NH:19][C@H:20]([C:25]([NH:27]CC1C=CC(C#N)=CC=1)=[O:26])[CH2:21][CH2:22][S:23][CH3:24])=O)[C@@H](CC)C)(=O)=O)C1C=CC=CC=1.Cl.ON>C(O)C.N1C=CC=CC=1>[NH2:19][C@H:20]([C:25]([NH2:27])=[O:26])[CH2:21][CH2:22][S:23][CH3:24] |f:1.2|. Procedure details: N-(Benzylsulfonyl)-D-isoleucyl-N1-(4-cyanobenzyl)-L-methioninamide (100 mg, 0.19 mmol) was dissolved in ethanol (6 ml) and pyridine (0.6 ml), to which hydroxyamine hydrochloride (120 mg) was then added and stirred for 16 hours. After the solvent was distilled off under reduced pressure, the residue was dissolved in ethanol, filtered and then purified by preparative HPLC to give N-(benzylsulfonyl)-D-isoleucyl-N1-[4-(E)-amino(hydroxyimino)methyl]benzyl]-L-methioninamide (1.6 mg, 0.00003 mmol; yiel... The reactants are C(C1=CC=CC=C1)S(=O)(=O)N[C@H]([C@H](C)CC)C(=O)N[C@@H](CCSC)C(=O)NCC1=CC=C(C=C1)C#N (N-(Benzylsulfonyl)-D-isoleucyl-N1-(4-cyanobenzyl)-L-methioninamide), Cl.ON (hydroxyamine hydrochloride). The yield is 0.0%. Run at time 16 hour.